From a dataset of the Open Reaction Database (ORD), a public repository of structured organic reaction records. describe an organic reaction: reactants, conditions, products, and yield The reactants are CO, CI, Nc1ccccc1N. Yields the product CNc1ccccc1N. RXN SMILES: [CH3:11][OH:12].[CH3:9][I:10].[c:1]1([NH2:8])[c:2]([NH2:7])[cH:3][cH:4][cH:5][cH:6]1>>[c:1]1([NH2:8])[c:2]([NH:7][CH3:9])[cH:3][cH:4][cH:5][cH:6]1. Starting materials: chlorides, phosphate diesters, chlorides, carboxylates, C1=CC=C(C=C1)P(C2=CC=CC=C2)C3=CC=CC=C3.S(=O)(=O)(Cl)Cl (PPh3 sulfuryl chloride), C(C)O (ethanol), PPh3 SO2Cl2, C1(=CC=CC=C1)OP(=O)(OC1=CC=CC=C1)[O-].C(CCC)[N+](CCCC)(CCCC)CCCC (tetra-n-butyl ammonium diphenyl phosphate), C(C1=CC=CC=C1)(=O)[O-].C(C)[NH+](CC)CC (triethylammonium benzoate). The solvent is N1=CC=CC=C1 (pyridine). Yields the product C(C1=CC=CC=C1)(=O)OCC (ethyl benzoate). Isolated yield 16.0%. Reaction SMILES: [C:1]1(OP([O-])(OC2C=CC=CC=2)=O)C=CC=C[CH:2]=1.C([N+](CCCC)(CCCC)CCCC)CCC.[C:35]([O-:43])(=[O:42])[C:36]1[CH:41]=[CH:40][CH:39]=[CH:38][CH:37]=1.C([NH+](CC)CC)C.C1C=CC(P(C2C=CC=CC=2)C2C=CC=CC=2)=CC=1.S(Cl)(Cl)(=O)=O.C(O)C>N1C=CC=CC=1>[C:35]([O:43][CH2:1][CH3:2])(=[O:42])[C:36]1[CH:41]=[CH:40][CH:39]=[CH:38][CH:37]=1 |f:0.1,2.3,4.5|. Reported procedure: The applicant also examined whether other acids can be converted to acid chlorides by this reagent. Reaction of PPh3 /SO2Cl2 with tetra-n-butyl ammonium diphenyl phosphate followed by quenching with ethanol in pyridine led to the phosphate triester in 63% isolated yield, indicating that this reaction may also be useful for the activation of phosphate diesters under very mild conditions. The same reaction does not appear to be preferred for the synthesis of acid chlorides from carboxylates. For e... Reactants: ClC1=NC=NC(=C1CC=O)Cl ((4,6-dichloropyrimidin-5-yl)acetaldehyde), C(C)(C)(C)N (tert-butylamine). Yields the product C(C)(C)(C)N1C=CC2=C1N=CN=C2Cl (7-tert-Butyl-4-chloro-7H-pyrrolo[2,3-d]pyrimidine). Reaction SMILES: Cl[C:2]1[C:7]([CH2:8][CH:9]=O)=[C:6]([Cl:11])[N:5]=[CH:4][N:3]=1.[C:12]([NH2:16])([CH3:15])([CH3:14])[CH3:13]>>[C:12]([N:16]1[C:2]2[N:3]=[CH:4][N:5]=[C:6]([Cl:11])[C:7]=2[CH:8]=[CH:9]1)([CH3:15])([CH3:14])[CH3:13]. Procedure: The title compound was prepared according to the method described for Preparation 1 using (4,6-dichloropyrimidin-5-yl)acetaldehyde and tert-butylamine to afford the title compound as a yellow liquid in 77% yield, 1.61 g. Starting materials: ClCCC(=O)C=1C=C2C(CCC(C2=CC1)(C)C)(C)C (6-(3-chloropropionyl)-1,2,3,4-tetrahydro-1,1,4,4-tetramethylnapthalene), C(=O)C1=CC=C(C(=O)OC)C=C1 (methyl 4-formylbenzoate). The reagents and catalysts are [Cl-].C(C1=CC=CC=C1)[N+]1=CSC(=C1C)CCO (3-benzyl-5-(2-hydroxyethyl)-4-methylthiazolium chloride). Run in CN(C=O)C (dimethylformamide). Conditions: time 1 hour. The product is C(=O)(OC)C1=CC=C(C=C1)C(CCC(=O)C1=CC=2C(CCC(C2C=C1)(C)C)(C)C)=O (1-(4-carbomethoxyphenyl)-4-(5,6,7,8-tetrahydro-5,5,8,8-tetramethyl-2-naphthalenyl)-butane-1,4-dione), residue. The yield is 45.5%. RXN SMILES: Cl[CH2:2][CH2:3][C:4]([C:6]1[CH:7]=[C:8]2[C:13](=[CH:14][CH:15]=1)[C:12]([CH3:17])([CH3:16])[CH2:11][CH2:10][C:9]2([CH3:19])[CH3:18])=[O:5].[CH:20]([C:22]1[CH:31]=[CH:30][C:25]([C:26]([O:28][CH3:29])=[O:27])=[CH:24][CH:23]=1)=[O:21]>[Cl-].C([N+]1C(C)=C(CCO)SC=1)C1C=CC=CC=1.CN(C)C=O>[C:26]([C:25]1[CH:30]=[CH:31][C:22]([C:20](=[O:21])[CH2:2][CH2:3][C:4]([C:6]2[CH:15]=[CH:14][C:13]3[C:12]([CH3:17])([CH3:16])[CH2:11][CH2:10][C:9]([CH3:19])([CH3:18])[C:8]=3[CH:7]=2)=[O:5])=[CH:23][CH:24]=1)([O:28][CH3:29])=[O:27] |f:2.3|. Procedure: 5.6 g (0.02 mole) of 6-(3-chloropropionyl)-1,2,3,4-tetrahydro-1,1,4,4-tetramethylnapthalene and 3.3 were stirred for 1 hour at room temperature. Thereafter, a solution of 3.6 g (0.025 mole) of methyl 4-formylbenzoate and 1 g of 3-benzyl-5-(2-hydroxyethyl)-4-methylthiazolium chloride in 10 ml of dimethylformamide was added dropwise. Stirring was continued for 1 hour, after which the mixture was poured onto ice/water and extracted twice with ethyl acetate, and the combined organic extracts were wa... The reactants are ClCC1=C(C(=NN1C)C)C(=O)OCC (Ethyl 5-(chloromethyl)-1,3-dimethyl-1H-pyrazole-4-carboxylate), NC(=S)N (thiourea). Solvent: C(C)O (ethanol). Run at time 8 hour. The product is NC(SCC1=C(C(=NN1C)C)C(=O)OCC)=N (Ethyl 5-[[(amino)(imino)methyl]thiomethyl]-1,3-dimethyl-1H-pyrazole-4-carboxylate). The yield is 126.4%. Reaction SMILES: Cl[CH2:2][C:3]1[N:7]([CH3:8])[N:6]=[C:5]([CH3:9])[C:4]=1[C:10]([O:12][CH2:13][CH3:14])=[O:11].[NH2:15][C:16]([NH2:18])=[S:17]>C(O)C>[NH2:18][C:16](=[NH:15])[S:17][CH2:2][C:3]1[N:7]([CH3:8])[N:6]=[C:5]([CH3:9])[C:4]=1[C:10]([O:12][CH2:13][CH3:14])=[O:11]. Procedure: A solution under nitrogen was prepared from 10.7 g of the compound produced in Example 1 and 3.95 g of thiourea in 200 ml of ethanol. After refluxing the solution four hours, it was allowed to stir at room temperature overnight. The solvent was removed under reduced pressure. Then, the residue was triturated with hexane to give 16 g of solid (wet weight), m.p. 175°-180° C. The reactants are ClC=1C(=C(C=C(C1)C(F)(F)F)C(C(C1=CC=C(C=C1)Cl)C(CCC)C1=CC=C(C(=O)NCCC(=O)OC(C)(C)C)C=C1)=O)F (tert-butyl N-(4-{1-[2-[3-chloro-2-fluoro-5-(trifluoromethyl)phenyl]-1-(4-chlorophenyl)-2-oxoethyl]butyl}benzoyl)-β-alaninate), O.NN (hydrazine hydrate). Run in Cl (HCl), N1=CC=CC=C1 (pyridine). Run at temperature 80 celsius, time 1 hour. Product: ClC1=CC=C(C=C1)C(C(CCC)C1=CC=C(C(=O)NCCC(=O)OC(C)(C)C)C=C1)C1=NNC2=C(C=C(C=C12)C(F)(F)F)Cl (tert-Butyl N-[4-(1-{(4-chlorophenyl)[7-chloro-5-(trifluoromethyl)-1H-indazol-3-yl]methyl}butyl)benzoyl]-β-alaninate). RXN SMILES: [Cl:1][C:2]1[C:3](F)=[C:4]([C:12](=O)[CH:13]([CH:21]([C:25]2[CH:42]=[CH:41][C:28]([C:29]([NH:31][CH2:32][CH2:33][C:34]([O:36][C:37]([CH3:40])([CH3:39])[CH3:38])=[O:35])=[O:30])=[CH:27][CH:26]=2)[CH2:22][CH2:23][CH3:24])[C:14]2[CH:19]=[CH:18][C:17]([Cl:20])=[CH:16][CH:15]=2)[CH:5]=[C:6]([C:8]([F:11])([F:10])[F:9])[CH:7]=1.O.[NH2:46][NH2:47]>N1C=CC=CC=1.Cl>[Cl:20][C:17]1[CH:16]=[CH:15][C:14]([CH:13]([C:12]2[C:4]3[C:3](=[C:2]([Cl:1])[CH:7]=[C:6]([C:8]([F:9])([F:11])[F:10])[CH:5]=3)[NH:47][N:46]=2)[CH:21]([C:25]2[CH:26]=[CH:27][C:28]([C:29]([NH:31][CH2:32][CH2:33][C:34]([O:36][C:37]([CH3:39])([CH3:38])[CH3:40])=[O:35])=[O:30])=[CH:41][CH:42]=2)[CH2:22][CH2:23][CH3:24])=[CH:19][CH:18]=1 |f:1.2|. Reported procedure: To a solution of the minor diastereomer of tert-butyl N-(4-{1-[2-[3-chloro-2-fluoro-5-(trifluoromethyl)phenyl]-1-(4-chlorophenyl)-2-oxoethyl]butyl}benzoyl)-β-alaninate (EXAMPLE 2, Step A, 71 mg, 0.108 mmol) in pyridine (5 mL) was added hydrazine hydrate (0.053 mL, 1.1 mmol). The mixture was stirred at 80° C. for one hour in a sealed tube. The mixture was diluted with 1 N HCl (aq), then extracted twice with EtOAc. The combined organic layers were dried over sodium sulfate, filtered, then concentr...